From a dataset of the Open Reaction Database (ORD), a public repository of structured organic reaction records. describe an organic reaction: reactants, conditions, products, and yield The reactants are COC1=NC2=C(C=C(C=C2C=C1)C=1C=NC=CC1)C (2-methoxy-8-methyl-6-(3-pyridyl)quinoline), [OH-].[Na+] (sodium hydroxide). The solvent is Cl (hydrochloric acid). The product is CC=1C=C(C=C2C=CC(NC12)=O)C=1C=NC=CC1 (8-methyl-6-(3-pyridyl)-2-(1H)-quinolone). RXN SMILES: C[O:2][C:3]1[CH:12]=[CH:11][C:10]2[C:5](=[C:6]([CH3:19])[CH:7]=[C:8]([C:13]3[CH:14]=[N:15][CH:16]=[CH:17][CH:18]=3)[CH:9]=2)[N:4]=1.[OH-].[Na+]>Cl>[CH3:19][C:6]1[CH:7]=[C:8]([C:13]2[CH:14]=[N:15][CH:16]=[CH:17][CH:18]=2)[CH:9]=[C:10]2[C:5]=1[NH:4][C:3](=[O:2])[CH:12]=[CH:11]2 |f:1.2|. Procedure details: A stirred solution of 2-methoxy-8-methyl-6-(3-pyridyl)quinoline (1.07 g) in 5M hydrochloric acid (10 cm3) was heated under reflux for 2.5 hours and then cooled. The cooled solution was basified to pH 9 with 2M aqueous sodium hydroxide, extracted with chloroform:methanol 9:1 (4×100 cm3), and the combined and dried (MgSO4) extracts were concentrated in vacuo to afford a solid. Recrystallisation of the solid from ethyl acetate-methanol gave 8-methyl-6-(3-pyridyl)-2-(1H)-quinolone, m.p. 235.5°-236.5... Starting materials: Cl (hydrochloric acid), NC1=C2C=CC=C(C2=CC=C1)O (5-amino-α-naphthol), C(C(=C)C)(=O)Cl (methacrylic acid chloride), C([O-])([O-])=O.[Na+].[Na+] (sodium carbonate). The reagents and catalysts are COC1=CC=C(O)C=C1 (hydroquinone monomethyl ether). Run in O (water), N1=CC=CC=C1 (pyridine), CO (methanol). Run at temperature -10 celsius, time 2 hour. Yields the product OC1=C2C=CC=C(C2=CC=C1)NC(C(=C)C)=O (N-(5-hydroxy-α-naphthyl)methacrylamide). Isolated yield 87.8%. Reaction SMILES: [NH2:1][C:2]1[CH:11]=[CH:10][CH:9]=[C:8]2[C:3]=1[CH:4]=[CH:5][CH:6]=[C:7]2[OH:12].[C:13](Cl)(=[O:17])[C:14]([CH3:16])=[CH2:15].C(=O)([O-])[O-].[Na+].[Na+].Cl>COC1C=CC(O)=CC=1.CO.O.N1C=CC=CC=1>[OH:12][C:7]1[CH:6]=[CH:5][CH:4]=[C:3]2[C:8]=1[CH:9]=[CH:10][CH:11]=[C:2]2[NH:1][C:13](=[O:17])[C:14]([CH3:16])=[CH2:15] |f:2.3.4|. Procedure: Into a mixture comprising 227 g of 5-amino-α-naphthol, 1 g of hydroquinone monomethyl ether and 2 liters of pyridine was dropwise added with stirring 110 g of methacrylic acid chloride cooled to -10° C. by the use of a coolant. After completion of the addition, the mixture was stirred at 0°-3° C. for 2 hours, followed by stirring at 25° C. for 2 hours. Thereafter, the reaction liquid was poured into 20 liters of water to form a precipitate which was then filtered, water-washed and then dried to ...